Dataset: the Open Reaction Database (ORD), a public repository of structured organic reaction records. Task: describe an organic reaction: reactants, conditions, products, and yield The reactants are CCOC1Cc2c(ccc(Oc3nc(OC)cc(OC)n3)c2C(=O)OC)O1, CS(C)=O, [Na+], [OH-], O. The product is CCOC1Cc2c(ccc(Oc3nc(OC)cc(OC)n3)c2C(=O)O)O1. RXN SMILES: [CH3:1][O:2][c:3]1[n:4][c:5]([O:11][c:12]2[cH:13][cH:14][c:15]3[c:16]([c:23]2[C:24](=[O:25])[O:26][CH3:27])[CH2:17][CH:18]([O:20][CH2:21][CH3:22])[O:19]3)[n:6][c:7]([O:9][CH3:10])[cH:8]1.[CH3:31][S:32]([CH3:33])=[O:34].[Na+:29].[OH-:28].[OH2:30]>>[CH3:1][O:2][c:3]1[n:4][c:5]([O:11][c:12]2[cH:13][cH:14][c:15]3[c:16]([c:23]2[C:24](=[O:25])[OH:26])[CH2:17][CH:18]([O:20][CH2:21][CH3:22])[O:19]3)[n:6][c:7]([O:9][CH3:10])[cH:8]1. Yields the product CCCOc1ccc(-c2ccc(C(=O)NN)cc2)cc1. As a reaction SMILES: [CH2:1]([CH2:2][CH3:3])[O:4][c:5]1[cH:6][cH:7][c:8](-[c:11]2[cH:12][cH:13][c:14]([C:15](=[O:16])[O:17][CH2:18][CH2:19][CH3:20])[cH:21][cH:22]2)[cH:9][cH:10]1.[CH3:27][CH2:28][OH:29].[NH2:24][NH2:25].[O:30]1[CH2:31][CH2:32][CH2:33][CH2:34]1.[OH2:23].[OH2:26]>>[CH2:1]([CH2:2][CH3:3])[O:4][c:5]1[cH:6][cH:7][c:8](-[c:11]2[cH:12][cH:13][c:14]([C:15](=[O:16])[NH:24][NH2:25])[cH:21][cH:22]2)[cH:9][cH:10]1. The reactants are CCCOC(=O)c1ccc(-c2ccc(OCCC)cc2)cc1, CCO, NN, C1CCOC1, O, O.